From a dataset of the Open Reaction Database (ORD), a public repository of structured organic reaction records. describe an organic reaction: reactants, conditions, products, and yield Reactants: BrC=1C=C2N(N=CC(=C2N[C@@H]2CN(C[C@@H]2OC)C(=O)OCC2=CC=CC=C2)C(N)=O)C1 ((3R,4S)-benzyl 3-((6-bromo-3-carbamoylpyrrolo[1,2-b]pyridazin-4-yl)amino)-4-methoxypyrrolidine-1-carboxylate), I[Si](C)(C)C (iodotrimethylsilane). Solvent: CCOCC (ether), C(C)#N (acetonitrile). Run at time 2 hour. Product: hydroiodide salt, BrC=1C=C2N(N=CC(=C2N[C@@H]2CNC[C@@H]2OC)C(=O)N)C1 (6-bromo-4-(((3R,4S)-4-methoxypyrrolidin-3-yl)amino)pyrrolo[1,2-b]pyridazine-3-carboxamide). The yield is 135.1%. RXN SMILES: [Br:1][C:2]1[CH:3]=[C:4]2[C:9]([NH:10][C@H:11]3[C@@H:15]([O:16][CH3:17])[CH2:14][N:13](C(OCC4C=CC=CC=4)=O)[CH2:12]3)=[C:8]([C:28](=[O:30])[NH2:29])[CH:7]=[N:6][N:5]2[CH:31]=1.I[Si](C)(C)C>C(#N)C.CCOCC>[Br:1][C:2]1[CH:3]=[C:4]2[C:9]([NH:10][C@H:11]3[C@@H:15]([O:16][CH3:17])[CH2:14][NH:13][CH2:12]3)=[C:8]([C:28]([NH2:29])=[O:30])[CH:7]=[N:6][N:5]2[CH:31]=1. Reported procedure: A solution of (3R,4S)-benzyl 3-((6-bromo-3-carbamoylpyrrolo[1,2-b]pyridazin-4-yl)amino)-4-methoxypyrrolidine-1-carboxylate (300 mg, 0.61 mmol) in acetonitrile (5 mL), was added iodotrimethylsilane (123 mg, 0.614 mmol) at 0° C., the mixture was then stirred at rt for 2 h. The mixture was diluted with ether (30 mL), stirred for 1 h, filtered and rinsed with ether to give the hydroiodide salt of 6-bromo-4-(((3R,4S)-4-methoxypyrrolidin-3-yl)amino)pyrrolo[1,2-b]pyridazine-3-carboxamide (292 mg, 99% y... Reactants: C1O[C@H]2[C@@H](O[C@@]1([C@H]2O)CO)N2C(=O)NC(=O)C=C2 (2′-O,4′-C-methyleneuridine), COC1=CC=C(C(C2=CC=C(C=C2)OC)(C2=CC=CC=C2)Cl)C=C1 (4,4′-dimethoxytrityl chloride), C([O-])(O)=O.[Na+] (sodium bicarbonate). Reagents/catalysts: CN(C)C=1C=CN=CC1 (DMAP). Run in N1=CC=CC=C1 (pyridine), N1=CC=CC=C1 (pyridine). Run at time 5 hour. Product: COC1=CC=C(C(C2=CC=C(C=C2)OC)(C2=CC=CC=C2)OC[C@]23[C@H]([C@H]([C@@H](O2)N2C(=O)NC(=O)C=C2)OC3)O)C=C1 (5′-O-(4,4′-dimethoxytrityl)-2′-O,4′-C-methyleneuridine). Isolated yield 64.2%. Reaction SMILES: [CH2:1]1[C@@:6]2([CH2:9][OH:10])[C@@H:7]([OH:8])[C@H:3]([C@H:4]([N:11]3[CH:18]=[CH:17][C:15](=[O:16])[NH:14][C:12]3=[O:13])[O:5]2)[O:2]1.[CH3:19][O:20][C:21]1[CH:42]=[CH:41][C:24]([C:25](Cl)([C:34]2[CH:39]=[CH:38][CH:37]=[CH:36][CH:35]=2)[C:26]2[CH:31]=[CH:30][C:29]([O:32][CH3:33])=[CH:28][CH:27]=2)=[CH:23][CH:22]=1.C(=O)(O)[O-].[Na+]>CN(C1C=CN=CC=1)C.N1C=CC=CC=1>[CH3:33][O:32][C:29]1[CH:28]=[CH:27][C:26]([C:25]([O:10][CH2:9][C@@:6]23[CH2:1][O:2][C@@H:3]([C@H:4]([N:11]4[CH:18]=[CH:17][C:15](=[O:16])[NH:14][C:12]4=[O:13])[O:5]2)[C@@H:7]3[OH:8])([C:34]2[CH:35]=[CH:36][CH:37]=[CH:38][CH:39]=2)[C:24]2[CH:41]=[CH:42][C:21]([O:20][CH3:19])=[CH:22][CH:23]=2)=[CH:31][CH:30]=1 |f:2.3|. Procedure details: To Compound 7 (140 mg, 0.53 mmol), anhydrous pyridine was added, followed by performing azeotropy of the mixture 3 times. Then, the product was converted into an anhydrous pyridine solution (1.5 ml), and 4,4′-dimethoxytrityl chloride (210 mg, 0.63 mmol) and DMAP (6.5 mg, 0.053 mmol) were added at room temperature in a stream of nitrogen. The mixture was stirred for 5 hours at room temperature. To the reaction mixture, a saturated sodium bicarbonate solution was added, followed by extraction with... The product is COc1cc(Nc2c(C#N)cnc3cc(-c4ccc(CCCCN5CCOCC5)s4)ccc23)c(Cl)cc1Cl. The reactants are COc1cc(Nc2c(C#N)cnc3cc(Br)ccc23)c(Cl)cc1Cl, c1csc(CCCCN2CCOCC2)c1. Reaction SMILES: [Br:1][c:2]1[cH:3][cH:4][c:5]2[c:6]([NH:14][c:15]3[c:16]([Cl:24])[cH:17][c:18]([Cl:23])[c:19]([O:21][CH3:22])[cH:20]3)[c:7]([C:12]#[N:13])[cH:8][n:9][c:10]2[cH:11]1.[s:25]1[c:26]([CH2:30][CH2:31][CH2:32][CH2:33][N:34]2[CH2:35][CH2:36][O:37][CH2:38][CH2:39]2)[cH:27][cH:28][cH:29]1>>[c:2]1(-[c:29]2[s:25][c:26]([CH2:30][CH2:31][CH2:32][CH2:33][N:34]3[CH2:35][CH2:36][O:37][CH2:38][CH2:39]3)[cH:27][cH:28]2)[cH:3][cH:4][c:5]2[c:6]([NH:14][c:15]3[c:16]([Cl:24])[cH:17][c:18]([Cl:23])[c:19]([O:21][CH3:22])[cH:20]3)[c:7]([C:12]#[N:13])[cH:8][n:9][c:10]2[cH:11]1. The reactants are ClC1=C(C(=O)OCC)C=C(C(=C1)Cl)NC1=C(C=C(C=C1F)F)Cl (ethyl 2,4-dichloro-5-(2-chloro-4,6-difluorophenylamino)benzoate), S(O)(O)(=O)=O (sulfuric acid). Run in C(C)O (ethanol). Conditions: temperature 90 celsius. The product is ClC1=C(C(=O)O)C=C(C(=C1)Cl)NC1=C(C=C(C=C1F)F)Cl (2,4-Dichloro-5-(2-chloro-4,6-difluorophenylamino)benzoic acid). Yield: 89.7%. Reaction SMILES: [Cl:1][C:2]1[CH:12]=[C:11]([Cl:13])[C:10]([NH:14][C:15]2[C:20]([F:21])=[CH:19][C:18]([F:22])=[CH:17][C:16]=2[Cl:23])=[CH:9][C:3]=1[C:4]([O:6]CC)=[O:5].S(=O)(=O)(O)O>C(O)C>[Cl:1][C:2]1[CH:12]=[C:11]([Cl:13])[C:10]([NH:14][C:15]2[C:20]([F:21])=[CH:19][C:18]([F:22])=[CH:17][C:16]=2[Cl:23])=[CH:9][C:3]=1[C:4]([OH:6])=[O:5]. Reported procedure: 120 mg (0.31 mmol) of ethyl 2,4-dichloro-5-(2-chloro-4,6-difluorophenylamino)benzoate were suspended in 6 ml of an ethanol/2 N sodium hydroxide solution mixture (1:1) and heated at 90° C. for 3 hours. After cooling to room temperature, the pH was adjusted to 2 with 2 N sulfuric acid, and the precipitate was filtered off with suction. 98 mg (88%) of the product were obtained. Reactants: COC(=O)c1cn(-c2cc(C(=O)OC)c([N+](=O)[O-])cc2C(F)(F)F)cn1, CO. The product is COC(=O)c1cn(-c2cc(C(=O)OC)c(N)cc2C(F)(F)F)cn1. As a reaction SMILES: [CH3:1][O:2][C:3](=[O:4])[c:5]1[n:6][cH:7][n:8](-[c:10]2[c:11]([C:23]([F:24])([F:25])[F:26])[cH:12][c:13]([N+:20]([O-:21])=[O:22])[c:14]([C:16](=[O:17])[O:18][CH3:19])[cH:15]2)[cH:9]1.[CH3:27][OH:28]>>[CH3:1][O:2][C:3](=[O:4])[c:5]1[n:6][cH:7][n:8](-[c:10]2[c:11]([C:23]([F:24])([F:25])[F:26])[cH:12][c:13]([NH2:20])[c:14]([C:16](=[O:17])[O:18][CH3:19])[cH:15]2)[cH:9]1. The reactants are COC(C)(C)CCCC(C)CC=CC(C)=CCO, O, BrP(Br)Br. Product: COC(C)(C)CCCC(C)CC=CC(C)=CCBr. As a reaction SMILES: [CH3:1][O:2][C:3]([CH2:4][CH2:5][CH2:6][CH:7]([CH2:8][CH:9]=[CH:10][C:11](=[CH:12][CH2:13][OH:14])[CH3:15])[CH3:16])([CH3:17])[CH3:18].[OH2:23].[P:19]([Br:20])([Br:21])[Br:22]>>[CH3:1][O:2][C:3]([CH2:4][CH2:5][CH2:6][CH:7]([CH2:8][CH:9]=[CH:10][C:11](=[CH:12][CH2:13][Br:20])[CH3:15])[CH3:16])([CH3:17])[CH3:18]. The reactants are O(C1=CC=CC=C1)C1=CC=NC=C1 (4-phenoxypyridine), ClS(=O)(=O)O (chlorosulfonic acid). Run in ClCCCl (1,2-dichloroethane). Run at temperature 25 celsius, time 10 minute. The product is Cl.N1=CC=C(C=C1)OC1=CC=C(C=C1)S(=O)(=O)Cl (4-((pyrid-4-yl)oxy)benzenesulfonyl chloride hydrochloride). As a reaction SMILES: [O:1]([C:8]1[CH:13]=[CH:12][N:11]=[CH:10][CH:9]=1)[C:2]1[CH:7]=[CH:6][CH:5]=[CH:4][CH:3]=1.[Cl:14][S:15](O)(=[O:17])=[O:16]>ClCCCl>[ClH:14].[N:11]1[CH:12]=[CH:13][C:8]([O:1][C:2]2[CH:3]=[CH:4][C:5]([S:15]([Cl:14])(=[O:17])=[O:16])=[CH:6][CH:7]=2)=[CH:9][CH:10]=1 |f:3.4|. Procedure details: To a solution of 4-phenoxypyridine (6.84 g) in 20 mL of 1,2-dichloroethane at 0° C. was added 8.0 mL of chlorosulfonic acid in a dropwise manner. After 10 minutes, the ice bath was removed and the solution was allowed to warm to 25° C. After an additional 1 hour, the solution was heated to 40° C. for 3 hours, and then cooled to 25° C., and oxalyl chloride (4.4 mL) was added. The solution was heated to 50° C. for 16 hours, and then an additional 2.2 mL of oxalyl chloride was added. After 5 hours ...